From a dataset of the Open Reaction Database (ORD), a public repository of structured organic reaction records. describe an organic reaction: reactants, conditions, products, and yield Reactants: C([O-])([O-])=O.[K+].[K+] (Potassium carbonate), ICC (iodoethane), N1(CCOCC1)C1=C2C(=CNC1=O)CN(C2=O)CCC2=NC1=CC=CC=C1C=C2 (7-Morpholin-4-yl-2-(2-quinolin-2-yl-ethyl)-3,5-dihydro-2H-pyrrolo[3,4-c]pyridine-1,6-dione). Solvent: C(C)#N (acetonitrile), O (water). Conditions: temperature 60 celsius. The product is C(C)N1C=C2C(=C(C1=O)N1CCOCC1)C(N(C2)CCC2=NC1=CC=CC=C1C=C2)=O (5-Ethyl-7-morpholin-4-yl-2-(2-quinolin-2-yl-ethyl)-3,5-dihydro-2H-pyrrolo[3,4-c]pyridine-1,6-dione). Yield: 35.4%. As a reaction SMILES: C(=O)([O-])[O-].[K+].[K+].I[CH2:8][CH3:9].[N:10]1([C:16]2[C:21](=[O:22])[NH:20][CH:19]=[C:18]3[CH2:23][N:24]([CH2:27][CH2:28][C:29]4[CH:38]=[CH:37][C:36]5[C:31](=[CH:32][CH:33]=[CH:34][CH:35]=5)[N:30]=4)[C:25](=[O:26])[C:17]=23)[CH2:15][CH2:14][O:13][CH2:12][CH2:11]1>C(#N)C.O>[CH2:8]([N:20]1[C:21](=[O:22])[C:16]([N:10]2[CH2:15][CH2:14][O:13][CH2:12][CH2:11]2)=[C:17]2[C:25](=[O:26])[N:24]([CH2:27][CH2:28][C:29]3[CH:38]=[CH:37][C:36]4[C:31](=[CH:32][CH:33]=[CH:34][CH:35]=4)[N:30]=3)[CH2:23][C:18]2=[CH:19]1)[CH3:9] |f:0.1.2|. Reported procedure: Potassium carbonate (2.5 g, 18.09 mmol), iodoethane (0.103 ml, 1.281 mmol) and 7-morpholin-4-yl-2-(2-quinolin-2-yl-ethyl)-3,5-dihydro-2H-pyrrolo[3,4-c]pyridine-1,6-dione (0.5 g, 1.281 mmol, see Example 15) were suspended in acetonitrile (30 ml). The suspension was heated in a three-neck round bottom flask at about 60° C. for about 2 h. After cooling to r.t. LC-MS analysis indicated complete conversion. The reaction mixture was diluted with water. The aqueous layer was extracted with DCM (2×100 m... The reactants are C(C1=CC=CC=C1)OCC1OC=2C(=NC(=CC2)C(F)(F)F)OC1 (2-benzyloxymethyl-6-trifluoromethyl-2,3-dihydro[1,4]dioxino[2,3-b]pyridine). Reagents/catalysts: [Pd] (palladium on carbon). Solvent: C(C)O (ethanol). Run at time 3 hour. The product is FC(C1=CC=C2C(=N1)OCC(O2)CO)(F)F ((6-trifluoromethyl-2,3-dihydro[1,4]dioxino[2,3-b]pyridine-2-yl)methanol). The yield is 81.8%. As a reaction SMILES: C([O:8][CH2:9][CH:10]1[CH2:23][O:22][C:13]2=[N:14][C:15]([C:18]([F:21])([F:20])[F:19])=[CH:16][CH:17]=[C:12]2[O:11]1)C1C=CC=CC=1>C(O)C.[Pd]>[F:21][C:18]([F:19])([F:20])[C:15]1[N:14]=[C:13]2[O:22][CH2:23][CH:10]([CH2:9][OH:8])[O:11][C:12]2=[CH:17][CH:16]=1. Procedure details: To a stirred solution of 2-benzyloxymethyl-6-trifluoromethyl-2,3-dihydro[1,4]dioxino[2,3-b]pyridine (420 mg, 1.3 mmol) in ethanol (50 mL) was added 10% palladium on carbon (10 mg, cat.). The reaction mixture was evacuated and purged with hydrogen six times, then stirred for 3 hours under a hydrogen atmosphere. The reaction mixture was filtered through celite, washing with EtOH (60 mL), and the filtrate evaporated to dryness. Trituration using DCM/hexanes gave the title compound (250 mg, 78%) as ... The reactants are NC=1C=C(C=CC1O)C(C#N)C (2-(3-amino-4-hydroxyphenyl)propionitrile), C(C)OC(=S)[S-].[K+] (potassium ethylxanthate), C(C)O (ethanol). The solvent is O (water). Product: S=C1OC2=C(N1)C=C(C=C2)C(C#N)C (2-(2-thioxo-2,3-dihydrobenzoxazol-5-yl) propionitrile). Reaction SMILES: [NH2:1][C:2]1[CH:3]=[C:4]([CH:9]([CH3:12])[C:10]#[N:11])[CH:5]=[CH:6][C:7]=1[OH:8].C(O[C:16]([S-])=[S:17])C.[K+].C(O)C>O>[S:17]=[C:16]1[NH:1][C:2]2[CH:3]=[C:4]([CH:9]([CH3:12])[C:10]#[N:11])[CH:5]=[CH:6][C:7]=2[O:8]1 |f:1.2|. Procedure: A mixture of 2-(3-amino-4-hydroxyphenyl)propionitrile (4.86 g.), potassium ethylxanthate (5.3 g.), ethanol (30 ml.) and water (5.0 ml.) was heated under reflux for four hours. The mixture was filtered, diluted with water (15 ml.), acidified with acetic acid and then diluted with more water. The resulting brown precipitate was filtered off and recrystallised from aqueous ethanol to give 2-(2-thioxo-2,3-dihydrobenzoxazol-5-yl) propionitrile, m.p. 173°-6° C. Dry chlorine was passed into a suspensio... Starting materials: C(C)(C)(C)OC(NC1=C(C=C(C=C1)I)[N+](=O)[O-])=O ((4-Iodo-2-nitro-phenyl)-carbamic acid tert.-butyl ester), B1(OC(C(O1)(C)C)(C)C)B2OC(C(O2)(C)C)(C)C (bis(pinacolato)diboron), BrC1=NC=CC=C1 (2-bromopyridine). Yields the product C(C)(C)(C)OC(NC1=C(C=C(C=C1)C1=NC=CC=C1)[N+](=O)[O-])=O ((2-Nitro-4-pyridin-2-yl-phenyl)-carbamic acid tert.-butyl ester). Reaction SMILES: [C:1]([O:5][C:6](=[O:18])[NH:7][C:8]1[CH:13]=[CH:12][C:11](I)=[CH:10][C:9]=1[N+:15]([O-:17])=[O:16])([CH3:4])([CH3:3])[CH3:2].B1(B2OC(C)(C)C(C)(C)O2)OC(C)(C)C(C)(C)O1.Br[C:38]1[CH:43]=[CH:42][CH:41]=[CH:40][N:39]=1>>[C:1]([O:5][C:6](=[O:18])[NH:7][C:8]1[CH:13]=[CH:12][C:11]([C:38]2[CH:43]=[CH:42][CH:41]=[CH:40][N:39]=2)=[CH:10][C:9]=1[N+:15]([O-:17])=[O:16])([CH3:4])([CH3:3])[CH3:2]. Reported procedure: Prepared from (4-iodo-2-nitro-phenyl)-carbamic acid tert.-butyl ester (Example A1), bis(pinacolato)diboron and 2-bromopyridine according to the general procedure C. Obtained as a yellow solid (407 mg). Reactants: BrC=1N(C(=C(N1)C1=CC=CC=C1)C=1SC=2N=CN=C(C2N1)SC)C (2-(2-bromo-1-methyl-4-phenyl-1H-imidazol-5-yl)-7-(methylthio)[1,3]thiazolo[5,4-d]pyrimidine), brown solid, COC=1C2=C(N=CN1)SC(=N2)C2=C(N=CN2C)C2=CC=CC=C2 (7-Methoxy-2-(1-methyl-4-phenyl-1H-imidazol-5-yl)[1,3]thiazolo[5,4-d]pyrimidine), CN1C=NC(=C1C=1SC=2N=CN=C(C2N1)SC)C1=CC=CC=C1 (2-(1-methyl-4-phenyl-1H-imidazol-5-yl)-7-(methylthio)[1,3]thiazolo-[5,4-d]pyrimidine). Yields the product BrC=1N(C(=C(N1)C1=CC=CC=C1)C=1SC=2N=CN=C(C2N1)OC)C (2-(2-Bromo-1-methyl-4-phenyl-1H-imidazol-5-yl)-7-methoxy[1,3]thiazolo[5,4-d]pyrimidine). RXN SMILES: [Br:1][C:2]1[N:3]([CH3:24])[C:4]([C:13]2[S:14][C:15]3[N:16]=[CH:17][N:18]=[C:19](SC)[C:20]=3[N:21]=2)=[C:5]([C:7]2[CH:12]=[CH:11][CH:10]=[CH:9][CH:8]=2)[N:6]=1.[CH3:25][O:26]C1C2N=C(C3N(C)C=NC=3C3C=CC=CC=3)SC=2N=CN=1.CN1C(C2SC3N=CN=C(SC)C=3N=2)=C(C2C=CC=CC=2)N=C1>>[Br:1][C:2]1[N:3]([CH3:24])[C:4]([C:13]2[S:14][C:15]3[N:16]=[CH:17][N:18]=[C:19]([O:26][CH3:25])[C:20]=3[N:21]=2)=[C:5]([C:7]2[CH:12]=[CH:11][CH:10]=[CH:9][CH:8]=2)[N:6]=1. Reported procedure: The title compound was prepared by a similar process to that described for Intermediate 37 but using 7-Methoxy-2-(1-methyl-4-phenyl-1H-imidazol-5-yl)[1,3]thiazolo[5,4-d]pyrimidine (Example 33) in place of 2-(1-methyl-4-phenyl-1H-imidazol-5-yl)-7-(methylthio)[1,3]thiazolo[5,4-d]pyrimidine (Intermediate 42). Light brown solid (0.47 g, 45%); RXN SMILES: [C:1]([CH2:5][S:6][C:7]1[C:15]2[C:10](=[CH:11][CH:12]=[C:13]([OH:16])[CH:14]=2)[N:9]([CH2:17][C:18]2[CH:23]=[CH:22][C:21]([Cl:24])=[CH:20][CH:19]=2)[C:8]=1[CH2:25][C:26]([CH3:32])([CH3:31])[C:27]([O:29][CH3:30])=[O:28])([O:3]C)=[O:2].[Li+].[OH-]>CO.O>[C:1]([CH2:5][S:6][C:7]1[C:15]2[C:10](=[CH:11][CH:12]=[C:13]([OH:16])[CH:14]=2)[N:9]([CH2:17][C:18]2[CH:23]=[CH:22][C:21]([Cl:24])=[CH:20][CH:19]=2)[C:8]=1[CH2:25][C:26]([CH3:32])([CH3:31])[C:27]([O:29][CH3:30])=[O:28])([OH:3])=[O:2] |f:1.2|. Procedure details: To a solution of diester from Step 3 (4.5 g, 9.46 mmol) in MeOH (90 mL) there was added 1N LiOH (50 mL) and the mixture was stirred for 1 hour at r.t. It was then diluted with H2O and extracted twice with Et2O. The aqueous fraction was then acidified with 6N HCl and extracted 4 times with Et2O. These extracts were washed 4 times with H2O, dried and evaporated to yield the title compound as a thick oil. Reactants: C(=O)(OC)CSC1=C(N(C2=CC=C(C=C12)O)CC1=CC=C(C=C1)Cl)CC(C(=O)OC)(C)C (Methyl 3-[3-carbomethoxymethylthio-1-(4-chlorobenzyl)-5-hydroxyindol-2-yl]-2,2-dimethylpropanoate), [Li+].[OH-] (LiOH). Run in O (H2O), CO (MeOH). Conditions: time 1 hour. Product: C(=O)(O)CSC1=C(N(C2=CC=C(C=C12)O)CC1=CC=C(C=C1)Cl)CC(C(=O)OC)(C)C (Methyl 3-[3-carboxymethylthio-1-(4-chlorobenzyl)-5-hydroxyindol-2-yl]-2,2-dimethylpropanoate). The reactants are Clc1ccc(-c2cc3nccn3c(Cl)n2)c(Cl)c1, N#Cc1ccc(Cl)nc1, CC(N)O, N#Cc1ccc(NCCO)nc1. Yields the product N#Cc1ccc(NCCOc2nc(-c3ccc(Cl)cc3Cl)cc3nccn23)nc1. As a reaction SMILES: [Cl:1][c:2]1[n:3][c:4](-[c:11]2[c:12]([Cl:18])[cH:13][c:14]([Cl:17])[cH:15][cH:16]2)[cH:5][c:6]2[n:7]1[cH:8][cH:9][n:10]2.[Cl:31][c:32]1[n:33][cH:34][c:35]([C:36]#[N:37])[cH:38][cH:39]1.[NH2:40][CH:41]([OH:42])[CH3:43].[OH:19][CH2:20][CH2:21][NH:22][c:23]1[cH:24][cH:25][c:26]([C:29]#[N:30])[cH:27][n:28]1>>[c:2]1([O:19][CH2:20][CH2:21][NH:22][c:23]2[cH:24][cH:25][c:26]([C:29]#[N:30])[cH:27][n:28]2)[n:3][c:4](-[c:11]2[c:12]([Cl:18])[cH:13][c:14]([Cl:17])[cH:15][cH:16]2)[cH:5][c:6]2[n:7]1[cH:8][cH:9][n:10]2. Starting materials: Cl (HCl), C(C)(C)(C)OC(CC(C(=O)O)CCP(=O)(OCC1=CC=CC=C1)OCC1=CC=CC=C1)=O (2[2-(Bis-benzyloxy-phosphoryl)-ethyl]-succinic acid 4-tert-butyl ester), CCN(C(C)C)C(C)C (DIEA), C1(=CC=C(C=C1)CCN)C1=CC=CC=C1 (4-biphenylethyl amine), CN(C)C(=[N+](C)C)ON1C2=C(C=CC=C2)N=N1.[B-](F)(F)(F)F (TBTU). Solvent: CN(C)C=O (DMF). Yields the product C(C)(C)(C)OC(CC(CCP(=O)(OCC1=CC=CC=C1)OCC1=CC=CC=C1)C(NCCC1=CC=C(C=C1)C1=CC=CC=C1)=O)=O (3-(2-Biphenyl-4-yl-ethylcarbamoyl)-5-(bis-benzyloxy-phosphoryl)-pentanoic acid tert-butyl ester). RXN SMILES: [C:1]([O:5][C:6](=[O:32])[CH2:7][CH:8]([CH2:12][CH2:13][P:14]([O:24][CH2:25][C:26]1[CH:31]=[CH:30][CH:29]=[CH:28][CH:27]=1)([O:16][CH2:17][C:18]1[CH:23]=[CH:22][CH:21]=[CH:20][CH:19]=1)=[O:15])[C:9]([OH:11])=O)([CH3:4])([CH3:3])[CH3:2].CCN(C(C)C)C(C)C.[C:42]1([C:51]2[CH:56]=[CH:55][CH:54]=[CH:53][CH:52]=2)[CH:47]=[CH:46][C:45]([CH2:48][CH2:49][NH2:50])=[CH:44][CH:43]=1.CN(C(ON1N=NC2C=CC=CC1=2)=[N+](C)C)C.[B-](F)(F)(F)F.Cl>CN(C=O)C>[C:1]([O:5][C:6](=[O:32])[CH2:7][CH:8]([C:9](=[O:11])[NH:50][CH2:49][CH2:48][C:45]1[CH:46]=[CH:47][C:42]([C:51]2[CH:56]=[CH:55][CH:54]=[CH:53][CH:52]=2)=[CH:43][CH:44]=1)[CH2:12][CH2:13][P:14]([O:24][CH2:25][C:26]1[CH:31]=[CH:30][CH:29]=[CH:28][CH:27]=1)([O:16][CH2:17][C:18]1[CH:23]=[CH:22][CH:21]=[CH:20][CH:19]=1)=[O:15])([CH3:3])([CH3:2])[CH3:4] |f:3.4|. Procedure: A solution of the compound of Example 77 (770 mg, 1.67 mmol) in anhydrous DMF (2 mL) was treated with DIEA (1.5 mL), 4-biphenylethyl amine (672 mg, 3.34 mmol), and TBTU (775 mg, 2.34 mmol). The reaction mixture was stirred for 24 h at room temperature after which HCl (1M, excess) was added. The mixture was extracted several times with ethyl acetate. The recombined organic layer was washed with brine, dried over sodium sulfate, filtered and evaporated. The residue was flashed with 50% ethyl aceta... The reactants are CCOc1ccc(C2ON(S(=O)(=O)c3ccc(NC(C)=O)cc3)C(C)C=C2C)cc1, CO, ClCCl, [K+], [OH-]. The product is CCOc1ccc(C2ON(S(=O)(=O)c3ccc(N)cc3)C(C)C=C2C)cc1. As a reaction SMILES: [C:1](=[O:2])([CH3:3])[NH:4][c:5]1[cH:6][cH:7][c:8]([S:11](=[O:12])(=[O:13])[N:14]2[O:15][CH:16]([c:22]3[cH:23][cH:24][c:25]([O:28][CH2:29][CH3:30])[cH:26][cH:27]3)[C:17]([CH3:21])=[CH:18][CH:19]2[CH3:20])[cH:9][cH:10]1.[CH3:33][OH:34].[Cl:35][CH2:36][Cl:37].[K+:32].[OH-:31]>>[NH2:4][c:5]1[cH:6][cH:7][c:8]([S:11](=[O:12])(=[O:13])[N:14]2[O:15][CH:16]([c:22]3[cH:23][cH:24][c:25]([O:28][CH2:29][CH3:30])[cH:26][cH:27]3)[C:17]([CH3:21])=[CH:18][CH:19]2[CH3:20])[cH:9][cH:10]1.